Dataset: the Open Reaction Database (ORD), a public repository of structured organic reaction records. Task: describe an organic reaction: reactants, conditions, products, and yield Starting materials: [Cu](C#N)C#N (Copper cyanide), FC=1C=C(C(=C(C1)C)I)[N+](=O)[O-] (5-fluoro-2-iodo-1-methyl-3-nitrobenzene). The solvent is CN(C=O)C (N,N-dimethylformamide). Conditions: temperature 130 celsius. The product is FC1=CC(=C(C#N)C(=C1)[N+](=O)[O-])C (4-Fluoro-2-methyl-6-nitrobenzonitrile). Reaction SMILES: [Cu](C#N)[C:2]#[N:3].[F:6][C:7]1[CH:8]=[C:9]([N+:15]([O-:17])=[O:16])[C:10](I)=[C:11]([CH3:13])[CH:12]=1>CN(C)C=O>[F:6][C:7]1[CH:8]=[C:9]([N+:15]([O-:17])=[O:16])[C:10]([C:2]#[N:3])=[C:11]([CH3:13])[CH:12]=1. Procedure details: Copper cyanide (11.9 g, 133 mmol) was added to an N,N-dimethylformamide (240 ml) solution of 5-fluoro-2-iodo-1-methyl-3-nitrobenzene (I-262) (34.0 g, crude product), followed by heating at 130° C. for 3.5 hours. After cooling, the insoluble matter was removed by filtration under suction, water was added to the filtrate, and the precipitated insoluble matter was removed by filtration through Celite under suction. The filtrate was extracted with ethyl acetate, the organic layer was washed with sat... Starting materials: ice water, C(CCC)C(C=O)CCCCCO[Si](C)(C)C(C)(C)C (2-Butyl-7-(tert-butyldimethylsilyloxy)heptanaI), C=P(C1=CC=CC=C1)(C1=CC=CC=C1)C1=CC=CC=C1 (methylidene(triphenyl)phosphorane). The solvent is C1CCOC1 (THF), C1CCOC1.CCCCCC (THF hexane). Run at time 8 hour. Product: [Si](C)(C)(C(C)(C)C)OCCCCCC(C=C)CCCC (8-(tert-butyldimethylsilyloxy)-3-butyloct-1-ene). The yield is 68.0%. Reaction SMILES: [CH2:1]([CH:5]([CH2:8][CH2:9][CH2:10][CH2:11][CH2:12][O:13][Si:14]([C:17]([CH3:20])([CH3:19])[CH3:18])([CH3:16])[CH3:15])[CH:6]=O)[CH2:2][CH2:3][CH3:4].[CH2:21]=P(C1C=CC=CC=1)(C1C=CC=CC=1)C1C=CC=CC=1>C1COCC1.C1COCC1.CCCCCC>[Si:14]([O:13][CH2:12][CH2:11][CH2:10][CH2:9][CH2:8][CH:5]([CH2:1][CH2:2][CH2:3][CH3:4])[CH:6]=[CH2:21])([C:17]([CH3:20])([CH3:19])[CH3:18])([CH3:16])[CH3:15] |f:3.4|. Reported procedure: 2-Butyl-7-(tert-butyldimethylsilyloxy)heptanaI (6.01 g, 20 mmol) in 15 ml of anhydrous THF was added dropwise to a freshly prepared solution of methylidene(triphenyl)phosphorane (22 mmol in 125 ml of anhydrous THF/hexane at 0° C. over a period of 15 min. The mixture was warmed to room temperature, stirred for 8 h, and poured into 300 ml of ice/water and extracted (3×75 ml) with ether. The combined organic extracts were washed with water and dried over anhydrous MgSO4. Solvents were removed by ev... Solvent: CO.O (methanol water). The yield is 125.1%. RXN SMILES: [Cl:1][C:2]1[CH:7]=[CH:6][C:5]([N:8]2[CH2:12][CH:11]([C:13]([O:15]CC)=[O:14])[N:10]=[C:9]2[C:18]2[CH:23]=[CH:22][C:21]([Cl:24])=[CH:20][C:19]=2[Cl:25])=[CH:4][CH:3]=1.[Li+:26].[OH-]>CO.O>[Cl:1][C:2]1[CH:3]=[CH:4][C:5]([N:8]2[CH2:12][CH:11]([C:13]([O-:15])=[O:14])[N:10]=[C:9]2[C:18]2[CH:23]=[CH:22][C:21]([Cl:24])=[CH:20][C:19]=2[Cl:25])=[CH:6][CH:7]=1.[Li+:26] |f:1.2,3.4,5.6|. Reported procedure: Part A: A mixture of ethyl 1-(4-chlorophenyl)-2-(2,4-dichlorophenyl)-4,5-dihydro-1H-imidazole-4-carboxylate (3.97 g, 0.01 mol) in methanol/water is reacted with LiOH (1.3 gram, 0.054 mol) at room temperature for 16 hours. The resulting mixture is concentrated in vacuo to give crude lithium 1-(4-chlorophenyl)-2-(2,4-dichlorophenyl)-4,5-dihydro-1H-imidazole-4-carboxylate (4.7 gram). Starting materials: ClC1=CC=C(C=C1)N1C(=NC(C1)C(=O)OCC)C1=C(C=C(C=C1)Cl)Cl (ethyl 1-(4-chlorophenyl)-2-(2,4-dichlorophenyl)-4,5-dihydro-1H-imidazole-4-carboxylate), [Li+].[OH-] (LiOH). Yields the product ClC1=CC=C(C=C1)N1C(=NC(C1)C(=O)[O-])C1=C(C=C(C=C1)Cl)Cl.[Li+] (lithium 1-(4-chlorophenyl)-2-(2,4-dichlorophenyl)-4,5-dihydro-1H-imidazole-4-carboxylate). The reactants are CCOCC, CCOC(=O)C(=O)Cl, c1ccncc1, c1ccc2[nH]ccc2c1. Product: CCOC(=O)C(=O)c1c[nH]c2ccccc12. As a reaction SMILES: [CH3:24][CH2:25][O:26][CH2:27][CH3:28].[Cl:16][C:17]([C:18](=[O:19])[O:20][CH2:21][CH3:22])=[O:23].[cH:1]1[cH:2][cH:3][n:4][cH:5][cH:6]1.[nH:7]1[cH:8][cH:9][c:10]2[cH:11][cH:12][cH:13][cH:14][c:15]12>>[nH:7]1[cH:8][c:9]([C:17]([C:18](=[O:19])[O:20][CH2:21][CH3:22])=[O:23])[c:10]2[cH:11][cH:12][cH:13][cH:14][c:15]12. The reactants are COc1ccc2c(c1)CCC(c1ccccc1N)C2, CC(=O)OC(C)=O, CC(=O)Nc1ccccc1C1CCc2cc(O)ccc2C1, c1ccncc1. Product: CCNc1ccccc1C1CCc2cc(O)ccc2C1. Reaction SMILES: [CH3:1][O:2][c:3]1[cH:4][c:5]2[c:6]([cH:7][cH:8]1)[CH2:9][CH:10]([c:11]1[cH:12][cH:13][cH:14][cH:15][c:16]1[NH2:17])[CH2:18][CH2:19]2.[CH3:20][C:21]([O:22][C:23](=[O:24])[CH3:25])=[O:26].[OH:27][c:28]1[cH:29][c:30]2[c:35]([cH:36][cH:37]1)[CH2:34][CH:33]([c:38]1[c:39]([NH:44][C:45]([CH3:46])=[O:47])[cH:40][cH:41][cH:42][cH:43]1)[CH2:32][CH2:31]2.[cH:48]1[cH:49][cH:50][n:51][cH:52][cH:53]1>>[OH:27][c:28]1[cH:29][c:30]2[c:35]([cH:36][cH:37]1)[CH2:34][CH:33]([c:38]1[c:39]([NH:44][CH2:45][CH3:46])[cH:40][cH:41][cH:42][cH:43]1)[CH2:32][CH2:31]2. Reactants: COC(=O)c1sc2cc(OC)c(O)cc2c1Cl, CO, [Na+], [OH-]. Product: COc1cc2sc(C(=O)O)c(Cl)c2cc1O. As a reaction SMILES: [CH3:1][O:2][C:3](=[O:4])[c:5]1[c:6]([Cl:17])[c:7]2[c:8]([s:9]1)[cH:10][c:11]([O:15][CH3:16])[c:12]([OH:14])[cH:13]2.[CH3:20][OH:21].[Na+:19].[OH-:18]>>[O:2]=[C:3]([OH:4])[c:5]1[c:6]([Cl:17])[c:7]2[c:8]([s:9]1)[cH:10][c:11]([O:15][CH3:16])[c:12]([OH:14])[cH:13]2.